From a dataset of the Open Reaction Database (ORD), a public repository of structured organic reaction records. describe an organic reaction: reactants, conditions, products, and yield The reactants are ClCC(CC(=O)OCC)=O (ethyl 4-chloroacetoacetate), C(C)(=O)O (acetic acid), C1(=CC=CC=C1)C (toluene), COCCN (2-methoxyethylamine). Run in C(C)O (ethanol). Reaction conditions: time 8 hour. The product is ClCC(=CCC(=O)OCC)NCCOC (ethyl 4-chloro-3-(2-methoxyethylamino)but-2-enecarboxylate). Isolated yield 95.0%. RXN SMILES: [Cl:1][CH2:2][C:3](=O)[CH2:4]C(OCC)=O.[C:11]([OH:14])(=[O:13])[CH3:12].[CH3:15][O:16][CH2:17][CH2:18][NH2:19].[C:20]1(C)C=CC=C[CH:21]=1>C(O)C>[Cl:1][CH2:2][C:3]([NH:19][CH2:18][CH2:17][O:16][CH3:15])=[CH:4][CH2:12][C:11]([O:14][CH2:20][CH3:21])=[O:13]. Reported procedure: To a solution of 100 g of ethyl 4-chloroacetoacetate in 300 ml of toluene and 100 ml of ethanol are added 6.7 ml of acetic acid. At 10° C.-30° C., with cooling, 46.5 g of 2-methoxyethylamine are added dropwise. Subsequently, the mixture is stirred at room temperature for 8 h and the solvent is removed under reduced pressure at temperatures of down to 35° C. 140.8 g of ethyl 4-chloro-3-(2-methoxyethylamino)but-2-enecarboxylate are obtained in a purity of 88% (this corresponds to 95% yield). Starting materials: Cc1cc(F)cc(CBr)c1, CCOCC, [Cu]I, [Li]C. Product: CCc1cc(C)cc(F)c1. RXN SMILES: [Br:3][CH2:4][c:5]1[cH:6][c:7]([F:12])[cH:8][c:9]([CH3:11])[cH:10]1.[CH3:13][CH2:14][O:15][CH2:16][CH3:17].[Cu:18][I:19].[Li:1][CH3:2]>>[CH3:2][CH2:4][c:5]1[cH:6][c:7]([F:12])[cH:8][c:9]([CH3:11])[cH:10]1.